From a dataset of the Open Reaction Database (ORD), a public repository of structured organic reaction records. describe an organic reaction: reactants, conditions, products, and yield The reactants are [Al+3], C1CCOC1, [H-], [H-], [H-], [H-], [Li+], [Na+], [OH-], O, O=C(O)c1cccc(-c2ccccc2)c1. The product is OCc1cccc(-c2ccccc2)c1. As a reaction SMILES: [Al+3:17].[CH2:25]1[O:26][CH2:27][CH2:28][CH2:29]1.[H-:16].[H-:19].[H-:20].[H-:21].[Li+:18].[Na+:24].[OH-:23].[OH2:22].[c:1]1(-[c:10]2[cH:11][cH:12][cH:13][cH:14][cH:15]2)[cH:2][c:3]([C:7](=[O:8])[OH:9])[cH:4][cH:5][cH:6]1>>[c:1]1(-[c:10]2[cH:11][cH:12][cH:13][cH:14][cH:15]2)[cH:2][c:3]([CH2:7][OH:8])[cH:4][cH:5][cH:6]1. Starting materials: CN(C)CCNS(=O)(=O)c1cccc(Br)c1, O=C([O-])[O-], COc1ccc(Cl)c(-c2cc(C)c3nc(N)nnc3c2)c1, [Cs+], [Cs+], C1COCCO1, O=C(C=Cc1ccccc1)C=Cc1ccccc1, O=C(C=Cc1ccccc1)C=Cc1ccccc1, O=C(C=Cc1ccccc1)C=Cc1ccccc1, [Pd], [Pd]. The product is COc1ccc(Cl)c(-c2cc(C)c3nc(Nc4cccc(S(=O)(=O)NCCN(C)C)c4)nnc3c2)c1. RXN SMILES: [Br:22][c:23]1[cH:24][c:25]([S:29](=[O:30])(=[O:31])[NH:32][CH2:33][CH2:34][N:35]([CH3:36])[CH3:37])[cH:26][cH:27][cH:28]1.[C:38](=[O:39])([O-:40])[O-:41].[Cl:1][c:2]1[c:3](-[c:10]2[cH:11][c:12]3[c:13]([n:14][c:15]([NH2:18])[n:16][n:17]3)[c:19]([CH3:21])[cH:20]2)[cH:4][c:5]([O:8][CH3:9])[cH:6][cH:7]1.[Cs+:42].[Cs+:43].[O:44]1[CH2:45][CH2:46][O:47][CH2:48][CH2:49]1.[O:52]=[C:53]([CH:54]=[CH:55][c:56]1[cH:57][cH:58][cH:59][cH:60][cH:61]1)[CH:62]=[CH:63][c:64]1[cH:65][cH:66][cH:67][cH:68][cH:69]1.[O:70]=[C:71]([CH:72]=[CH:73][c:74]1[cH:75][cH:76][cH:77][cH:78][cH:79]1)[CH:80]=[CH:81][c:82]1[cH:83][cH:84][cH:85][cH:86][cH:87]1.[O:88]=[C:89]([CH:90]=[CH:91][c:92]1[cH:93][cH:94][cH:95][cH:96][cH:97]1)[CH:98]=[CH:99][c:100]1[cH:101][cH:102][cH:103][cH:104][cH:105]1.[Pd:50].[Pd:51]>>[Cl:1][c:2]1[c:3](-[c:10]2[cH:11][c:12]3[c:13]([n:14][c:15]([NH:18][c:23]4[cH:24][c:25]([S:29](=[O:30])(=[O:31])[NH:32][CH2:33][CH2:34][N:35]([CH3:36])[CH3:37])[cH:26][cH:27][cH:28]4)[n:16][n:17]3)[c:19]([CH3:21])[cH:20]2)[cH:4][c:5]([O:8][CH3:9])[cH:6][cH:7]1. Starting materials: C=O (formaldehyde), Cl.C(#N)C=1N=CC(=NC1)NC(=O)NC1=C(C=CC(=C1)C)OCC1CNCCO1 (1-(5-cyano-pyrazin-2-yl)-3-[5-methyl-2-(morpholin-2-ylmethoxy)-phenyl]-urea hydrochloride salt), C(C)(=O)O[BH-](OC(C)=O)OC(C)=O.[Na+] (sodium triacetoxy borohydride). Solvent: CO (MeOH). Run at time 12 hour. The product is C(#N)C=1N=CC(=NC1)NC(=O)NC1=C(C=CC(=C1)C)OCC1CN(CCO1)C (1-(5-Cyano-pyrazin-2-yl)-3-[5-methyl-2-(4-methyl-morpholin-2-ylmethoxy)-phenyl]-urea). The yield is 28.4%. As a reaction SMILES: Cl.[C:2]([C:4]1[N:5]=[CH:6][C:7]([NH:10][C:11]([NH:13][C:14]2[CH:19]=[C:18]([CH3:20])[CH:17]=[CH:16][C:15]=2[O:21][CH2:22][CH:23]2[O:28][CH2:27][CH2:26][NH:25][CH2:24]2)=[O:12])=[N:8][CH:9]=1)#[N:3].C=O.[C:31](O[BH-](OC(=O)C)OC(=O)C)(=O)C.[Na+]>CO>[C:2]([C:4]1[N:5]=[CH:6][C:7]([NH:10][C:11]([NH:13][C:14]2[CH:19]=[C:18]([CH3:20])[CH:17]=[CH:16][C:15]=2[O:21][CH2:22][CH:23]2[O:28][CH2:27][CH2:26][N:25]([CH3:31])[CH2:24]2)=[O:12])=[N:8][CH:9]=1)#[N:3] |f:0.1,3.4|. Procedure details: A solution of 1-(5-cyano-pyrazin-2-yl)-3-[5-methyl-2-(morpholin-2-ylmethoxy)-phenyl]-urea hydrochloride salt (0.0104 g, 0.129 mmol) in MeOH (1 mL) was cooled to 0° C. and treated with an aqueous solution of formaldehyde (0.12 mmol) followed by sodium triacetoxy borohydride (0.06 g, 0.292 mmol). The reaction was stirred for 12 h, then concentrated in vacuo. The residue was chromatographed on silica (2% MeOH in CH2Cl2) to give the product as a white solid (0.014 g). 1H-NMR (400 MHz, d6-DMSO) δ 10.... Reactants: ClC1=CC(=CC=C1)C(=O)OO (m-chloroperbenzoic acid), FCC1(OC2=C(C(=C1)C1=NC=CC=C1)C=C(C=C2)I)CF (2,2-bisfluoromethyl-6-iodo-4-(2-pyridyl)-2H-1-benzopyran), C([O-])([O-])=O.[K+].[K+] (Potassium carbonate). Run in C(Cl)Cl (methylene chloride). The product is FCC1(OC2=C(C(=C1)C1=[N+](C=CC=C1)[O-])C=C(C=C2)I)CF (2-(2,2-bisfluoromethyl-6-iodo-2H-1-benzopyran-4-yl)pyridine N-oxide). Isolated yield 23.1%. As a reaction SMILES: [F:1][CH2:2][C:3]1([CH2:20][F:21])[CH:8]=[C:7]([C:9]2[CH:14]=[CH:13][CH:12]=[CH:11][N:10]=2)[C:6]2[CH:15]=[C:16]([I:19])[CH:17]=[CH:18][C:5]=2[O:4]1.ClC1C=CC=C(C(OO)=[O:30])C=1.C(=O)([O-])[O-].[K+].[K+]>C(Cl)Cl>[F:21][CH2:20][C:3]1([CH2:2][F:1])[CH:8]=[C:7]([C:9]2[CH:14]=[CH:13][CH:12]=[CH:11][N+:10]=2[O-:30])[C:6]2[CH:15]=[C:16]([I:19])[CH:17]=[CH:18][C:5]=2[O:4]1 |f:2.3.4|. Procedure: To a mixture of 1.04 g of 2,2-bisfluoromethyl-6-iodo-4-(2-pyridyl)-2H-1-benzopyran and 20 ml of methylene chloride was added 0.78 g of m-chloroperbenzoic acid (70%) with stirring under ice-cooling. The mixture was stirred under ice-cooling for 1 hour and then stirred at room temperature for 25 hours. Potassium carbonate solution was added thereto and the mixture was extracted with methylene chloride. The organic layer was washed with water and dried. The solvent was distilled off and the resulta... Reactants: C(CC(O)(C(=O)[O-])CC(=O)[O-])(=O)[O-] (citrate), CON(C(=O)[C@H]1N(CCC1)C(=O)OC(C)(C)C)C (tert-butyl (2S)-2-[methoxy(methyl)carbamoyl]pyrrolidine-1-carboxylate), solution, Br[Mg]C1=CC(=C(C=C1)C)F (bromo(3-fluoro-4-methylphenyl)magnesium). Run in O1CCCC1 (tetrahydrofuran), O1CCCC1 (tetrahydrofuran). Reaction conditions: time 16 hour. Product: FC=1C=C(C(=O)[C@H]2N(CCC2)C(=O)OC(C)(C)C)C=CC1C (Tert-butyl (2S)-2-(3-fluoro-4-methylbenzoyl)pyrrolidine-1-carboxylate). Yield: 48.0%. RXN SMILES: CON(C)[C:4]([C@@H:6]1[CH2:10][CH2:9][CH2:8][N:7]1[C:11]([O:13][C:14]([CH3:17])([CH3:16])[CH3:15])=[O:12])=[O:5].Br[Mg][C:21]1[CH:26]=[CH:25][C:24]([CH3:27])=[C:23]([F:28])[CH:22]=1.C([O-])(=O)CC(CC([O-])=O)(C([O-])=O)O>O1CCCC1>[F:28][C:23]1[CH:22]=[C:21]([CH:26]=[CH:25][C:24]=1[CH3:27])[C:4]([C@@H:6]1[CH2:10][CH2:9][CH2:8][N:7]1[C:11]([O:13][C:14]([CH3:15])([CH3:16])[CH3:17])=[O:12])=[O:5]. Reported procedure: To a solution of tert-butyl (2S)-2-[methoxy(methyl)carbamoyl]pyrrolidine-1-carboxylate (2.35 g, 9.10 mmol) in tetrahydrofuran (10 mL), 0.5 M solution of bromo(3-fluoro-4-methylphenyl)magnesium in tetrahydrofuran (20 mL, 10 mmol) was added dropwise under an argon atmosphere and ice cooling. Upon the completion of the dropwise addition, the mixture was stirred for 16 hours at room temperature, and then added with saturated aqueous citrate solution (40 mL). The mixture obtained was extracted with e...